From a dataset of the Open Reaction Database (ORD), a public repository of structured organic reaction records. describe an organic reaction: reactants, conditions, products, and yield The reactants are Cl.FC(C=1C=C(C=CC1)N1CCNCC1)(F)F (1-(3-trifluoromethylphenyl)piperazine hydrochloride), C1(=C(C=CC=C1)CN1CCN(CC1)C1=CC=CC=C1)C1=CC=CC=C1 (1-(biphenyl-2-ylmethyl)-4-phenylpiperazine), C=1(C(=CC=CC1)C=O)C1=CC=CC=C1 (biphenyl-2-carbaldehyde), [BH-](OC(=O)C)(OC(=O)C)OC(=O)C.[Na+] (NaBH(OAc)3). The product is C1(=C(C=CC=C1)CN1CCN(CC1)C1=CC(=CC=C1)C(F)(F)F)C1=CC=CC=C1 (1-(biphenyl-2-ylmethyl)-4-(3-(trifluoromethyl)phenyl)piperazine). RXN SMILES: Cl.[F:2][C:3]([F:17])([F:16])[C:4]1[CH:5]=[C:6]([N:10]2[CH2:15][CH2:14][NH:13][CH2:12][CH2:11]2)[CH:7]=[CH:8][CH:9]=1.[C:18]1([C:26]2[CH:31]=[CH:30][CH:29]=[CH:28][CH:27]=2)[C:19]([CH:24]=O)=[CH:20][CH:21]=[CH:22][CH:23]=1.[BH-](OC(C)=O)(OC(C)=O)OC(C)=O.[Na+].C1(C2C=CC=CC=2)C=CC=CC=1CN1CCN(C2C=CC=CC=2)CC1>>[C:18]1([C:26]2[CH:27]=[CH:28][CH:29]=[CH:30][CH:31]=2)[CH:23]=[CH:22][CH:21]=[CH:20][C:19]=1[CH2:24][N:13]1[CH2:14][CH2:15][N:10]([C:6]2[CH:7]=[CH:8][CH:9]=[C:4]([C:3]([F:2])([F:16])[F:17])[CH:5]=2)[CH2:11][CH2:12]1 |f:0.1,3.4|. Procedure details: 19.2 mg of the target compound (0.05 mmol, 5.6%) was obtained using 1-(3-trifluoromethylphenyl)piperazine hydrochloride (437 mg, 1.64 mmol), biphenyl-2-carbaldehyde (150 mg, 0.82 mmol) and NaBH(OAc)3 (529 mg, 2.46 mmol) according to the synthesis method of Compound 1.